From a dataset of the Open Reaction Database (ORD), a public repository of structured organic reaction records. describe an organic reaction: reactants, conditions, products, and yield Starting materials: CC(C)COCCc1ccc(OCC2CO2)cc1, Cc1cc(C2=NNC(=O)CC2)ccc1OCCN. The product is Cc1cc(C2=NNC(=O)CC2)ccc1OCCNCC(O)COc1ccc(CCOCC(C)C)cc1. Reaction SMILES: [CH2:1]([CH:2]([CH3:3])[CH3:4])[O:5][CH2:6][CH2:7][c:8]1[cH:9][cH:10][c:11]([O:12][CH2:13][CH:14]2[CH2:15][O:16]2)[cH:17][cH:18]1.[NH2:19][CH2:20][CH2:21][O:22][c:23]1[c:24]([CH3:36])[cH:25][c:26]([C:29]2=[N:34][NH:33][C:32](=[O:35])[CH2:31][CH2:30]2)[cH:27][cH:28]1>>[CH2:1]([CH:2]([CH3:3])[CH3:4])[O:5][CH2:6][CH2:7][c:8]1[cH:9][cH:10][c:11]([O:12][CH2:13][CH:14]([CH2:15][NH:19][CH2:20][CH2:21][O:22][c:23]2[c:24]([CH3:36])[cH:25][c:26]([C:29]3=[N:34][NH:33][C:32](=[O:35])[CH2:31][CH2:30]3)[cH:27][cH:28]2)[OH:16])[cH:17][cH:18]1. Reactants: CC(C(CCCCC(=O)Cl)=O)(C)C (7,7-Dimethyl-6-oxooctanoylchloride), O (Water), [CH-]1C=CC=C1.[CH-]1C=CC=C1.[Fe+2] (ferrocene), [Cl-].[Al+3].[Cl-].[Cl-] (aluminium chloride). The solvent is C(Cl)Cl (methylene chloride). Conditions: temperature -20 celsius, time 2 hour. Yields the product CC(C(CCCCC(=O)[C-]1C=CC=C1)=O)(C)C.[CH-]1C=CC=C1.[Fe+2] (7,7-dimethyl-6-oxo-octanoylferrocene). Reaction SMILES: [CH3:1][C:2]([CH3:13])([CH3:12])[C:3](=[O:11])[CH2:4][CH2:5][CH2:6][CH2:7][C:8](Cl)=[O:9].[CH-:14]1[CH:18]=[CH:17][CH:16]=[CH:15]1.[CH-:19]1[CH:23]=[CH:22][CH:21]=[CH:20]1.[Fe+2:24].[Cl-].[Al+3].[Cl-].[Cl-].O>C(Cl)Cl>[CH3:1][C:2]([CH3:13])([CH3:12])[C:3](=[O:11])[CH2:4][CH2:5][CH2:6][CH2:7][C:8]([C-:14]1[CH:18]=[CH:17][CH:16]=[CH:15]1)=[O:9].[CH-:19]1[CH:23]=[CH:22][CH:21]=[CH:20]1.[Fe+2:24] |f:1.2.3,4.5.6.7,10.11.12|. Procedure: 7,7-Dimethyl-6-oxooctanoylchloride (assumed to be 0.1 mole from the above preparation) in methylene chloride (200 ml) and ferrocene (18.6g; 0.1 mole) were stirred at -20°C and aluminium chloride (13.4g; 0.1 mole) was added over 1 hr. After stirring for a further 2 hrs at -20°C, the reaction had almost gone to completion. Water was added and the organic layer separated. The aqueous layer was extracted with methylene chloride and the combined organic layers were washed with saturated sodium bicarb...